From a dataset of the Open Reaction Database (ORD), a public repository of structured organic reaction records. describe an organic reaction: reactants, conditions, products, and yield Starting materials: C1(C(N2CCCC3=CC=CC1=C23)=O)=O (5,6-dihydro-4H-pyrrolo[3,2,1-ij]quinoline-1,2-dione), BrN1C(CCC1=O)=O (N-bromosuccinimide), C(C)(=O)OCC (ethyl acetate). Solvent: CN(C)C=O (DMF). Run at temperature 70 celsius, time 5 hour. The product is BrC=1C=C2CCCN3C2=C(C1)C(C3=O)=O (8-Bromo-5,6-dihydro-4H-pyrrolo[3,2,1-ij]quinoline-1,2-dione). Reaction SMILES: [C:1]1(=[O:14])[C:11]2=[C:12]3[C:7](=[CH:8][CH:9]=[CH:10]2)[CH2:6][CH2:5][CH2:4][N:3]3[C:2]1=[O:13].[Br:15]N1C(=O)CCC1=O.C(OCC)(=O)C>CN(C=O)C>[Br:15][C:9]1[CH:8]=[C:7]2[C:12]3=[C:11]([C:1](=[O:14])[C:2](=[O:13])[N:3]3[CH2:4][CH2:5][CH2:6]2)[CH:10]=1. Procedure: A mixture of 5,6-dihydro-4H-pyrrolo[3,2,1-ij]quinoline-1,2-dione (10 g) and N-bromosuccinimide (10 g) in DMF (60 ml) was stirred at 70° C. for 5 hours. After cooling, to the mixture was added ethyl acetate (500 ml) and washed with water and saturated aqueous sodium chloride solution successively, and then dried over anhydrous sodium sulfate. Evaporation of ethyl acetate afforded the title compound. The compound was recrystallized from ethanol to give 14 g (98.4%) as dark red needles. The reactants are CC(C)(C)[Si](C)(C)OCCn1cc(Br)ncc1=O, CO, Cl. The product is O=c1cnc(Br)cn1CCO. As a reaction SMILES: [Br:1][c:2]1[n:3][cH:4][c:5](=[O:18])[n:6]([CH2:8][CH2:9][O:10][Si:11]([C:12]([CH3:13])([CH3:14])[CH3:15])([CH3:16])[CH3:17])[cH:7]1.[CH3:20][OH:21].[ClH:19]>>[Br:1][c:2]1[n:3][cH:4][c:5](=[O:18])[n:6]([CH2:8][CH2:9][OH:10])[cH:7]1.